From a dataset of the Open Reaction Database (ORD), a public repository of structured organic reaction records. describe an organic reaction: reactants, conditions, products, and yield Reactants: Cl, O=S(=O)(Cl)N1CCOCC1, NC1CCC(CCN2CCC(c3cccc4c3OCO4)CC2)CC1. The product is O=S(=O)(NC1CCC(CCN2CCC(c3cccc4c3OCO4)CC2)CC1)N1CCOCC1. Reaction SMILES: [ClH:1].[O:26]1[CH2:27][CH2:28][N:29]([S:32](=[O:33])(=[O:34])[Cl:35])[CH2:30][CH2:31]1.[O:2]1[CH2:3][O:4][c:5]2[c:6]1[cH:7][cH:8][cH:9][c:10]2[CH:11]1[CH2:12][CH2:13][N:14]([CH2:17][CH2:18][CH:19]2[CH2:20][CH2:21][CH:22]([NH2:25])[CH2:23][CH2:24]2)[CH2:15][CH2:16]1>>[O:2]1[CH2:3][O:4][c:5]2[c:6]1[cH:7][cH:8][cH:9][c:10]2[CH:11]1[CH2:12][CH2:13][N:14]([CH2:17][CH2:18][CH:19]2[CH2:20][CH2:21][CH:22]([NH:25][S:32]([N:29]3[CH2:28][CH2:27][O:26][CH2:31][CH2:30]3)(=[O:33])=[O:34])[CH2:23][CH2:24]2)[CH2:15][CH2:16]1. The reagents and catalysts are [N+](CCCC)(CCCC)(CCCC)CCCC.[Br-] (Bu4NBr). The reactants are methyl, tetrahydro-3-furanmethyl esters, COC(C1=C(C=C(C=C1)CCl)C1=CC=CC=C1)=O (4-chloromethyl-2-phenylbenzoic acid methyl ester), O1CC(CC1)CO (tetrahydro-3-furanmethanol), [H-].[Na+] (NaH). Yields the product COC(C1=C(C=C(C=C1)COCC1COCC1)C1=CC=CC=C1)=O (4-(3-tetrahydrofurylmethyloxymethyl)-2-phenylbenzoic acid methyl ester). Conditions: temperature 130 celsius, time 30 minute. Reaction SMILES: [CH3:1][O:2][C:3](=[O:18])[C:4]1[CH:9]=[CH:8][C:7]([CH2:10]Cl)=[CH:6][C:5]=1[C:12]1[CH:17]=[CH:16][CH:15]=[CH:14][CH:13]=1.[O:19]1[CH2:23][CH2:22][CH:21]([CH2:24][OH:25])[CH2:20]1.[H-].[Na+]>CN(C=O)C.[N+](CCCC)(CCCC)(CCCC)CCCC.[Br-]>[CH3:1][O:2][C:3](=[O:18])[C:4]1[CH:9]=[CH:8][C:7]([CH2:10][O:25][CH2:24][CH:21]2[CH2:22][CH2:23][O:19][CH2:20]2)=[CH:6][C:5]=1[C:12]1[CH:17]=[CH:16][CH:15]=[CH:14][CH:13]=1 |f:2.3,5.6|. Solvent: CN(C)C=O (DMF). Reported procedure: A solution of the product of Example 287A (2.09 g, 8.00 mmol) and tetrahydro-3-furanmethanol (0.990 g, 9.60 mmol) in DMF (4 mL) was added to a mixture of NaH (6.40 g, 16.0 mmol) (rinsed with THF just prior to use), KI (1.33 g, 9.00 mmol), and Bu4NBr (2.60 g, 0.800 mmol). An exothermic reaction including gas evolution was observed. The mixture was stirred for 30 minutes and then heated at 130° C. for 3.5 hours. The reaction mixture was quenched with by the addition of a few drops of methanol and ... Reactants: OC1CCN(CC1)C(=O)N1CC(CC(C1)C1=CC=C(C=C1)C(F)(F)F)C(=O)O (1-[(4-Hydroxypiperidin-1-yl)carbonyl]-5-[4-(trifluoromethyl)phenyl]piperidine-3-carboxylic acid), ON=C(CC1=CC=CC=C1)N (N′-hydroxy-2-phenylethanimidamide). The product is C(C1=CC=CC=C1)C1=NOC(=N1)C1CN(CC(C1)C1=CC=C(C=C1)C(F)(F)F)C(=O)N1CCC(CC1)O ({3-(3-Benzyl-1,2,4-oxadiazol-5-yl)-5-[4-(trifluoromethyl)phenyl]piperidin-1-yl}(4-hydroxypiperidin-1-yl)methanone). RXN SMILES: [OH:1][CH:2]1[CH2:7][CH2:6][N:5]([C:8]([N:10]2[CH2:15][CH:14]([C:16]3[CH:21]=[CH:20][C:19]([C:22]([F:25])([F:24])[F:23])=[CH:18][CH:17]=3)[CH2:13][CH:12]([C:26](O)=[O:27])[CH2:11]2)=[O:9])[CH2:4][CH2:3]1.O[N:30]=[C:31]([NH2:39])[CH2:32][C:33]1[CH:38]=[CH:37][CH:36]=[CH:35][CH:34]=1>>[CH2:32]([C:31]1[N:39]=[C:26]([CH:12]2[CH2:13][CH:14]([C:16]3[CH:21]=[CH:20][C:19]([C:22]([F:25])([F:24])[F:23])=[CH:18][CH:17]=3)[CH2:15][N:10]([C:8]([N:5]3[CH2:4][CH2:3][CH:2]([OH:1])[CH2:7][CH2:6]3)=[O:9])[CH2:11]2)[O:27][N:30]=1)[C:33]1[CH:38]=[CH:37][CH:36]=[CH:35][CH:34]=1. Procedure details: 100 mg (0.250 mmol) of 1-[(4-hydroxypiperidin-1-yl)carbonyl]-5-[4-(trifluoromethyl)phenyl]piperidine-3-carboxylic acid (Example 99A) and 41.3 mg (0.275 mmol) of N′-hydroxy-2-phenylethanimidamide were reacted according to the General Method 1. Yield: 61.5 mg (47% of theory).